Dataset: the Open Reaction Database (ORD), a public repository of structured organic reaction records. Task: describe an organic reaction: reactants, conditions, products, and yield The reactants are CCO, O=C1c2ccccc2C(=O)N1Cc1cccc(OCc2nc(-c3ccc(Cl)cc3)cs2)c1, NN, O. The product is NCc1cccc(OCc2nc(-c3ccc(Cl)cc3)cs2)c1. RXN SMILES: [CH3:36][CH2:37][OH:38].[Cl:1][c:2]1[cH:3][cH:4][c:5](-[c:8]2[n:9][c:10]([CH2:13][O:14][c:15]3[cH:16][c:17]([CH2:21][N:22]4[C:23](=[O:24])[c:25]5[cH:26][cH:27][cH:28][cH:29][c:30]5[C:31]4=[O:32])[cH:18][cH:19][cH:20]3)[s:11][cH:12]2)[cH:6][cH:7]1.[NH2:34][NH2:35].[OH2:33]>>[Cl:1][c:2]1[cH:3][cH:4][c:5](-[c:8]2[n:9][c:10]([CH2:13][O:14][c:15]3[cH:16][c:17]([CH2:21][NH2:22])[cH:18][cH:19][cH:20]3)[s:11][cH:12]2)[cH:6][cH:7]1. Starting materials: C(CCl)Cl (EDC), C(C)(C)(C)OC(=O)N[C@@H](C(=O)O)CCC1=CC=CC=C1 ((2R)-2-[(tert-butoxycarbonyl)amino]-4-phenyl-butanoic acid), Cl.N1CCC2(CC1)CCC1=CC=CC=C12 (2,3-dihydro-spiro[1H-indene-1,4'-piperdine]hydrochloride), CN1CCOCC1 (N-methyl-morpholine), C=1C=CC2=C(C1)N=NN2O (HOBT), C(C)(C)(C)OC(=O)NC(C(=O)O)(C)C (2-(tert-butoxycarbonyl)amino-2-methyl-propanoic acid), [H][H] (hydrogen), material. The reagents and catalysts are [Pd] (Pd/C). The solvent is C(Cl)(Cl)Cl (CHCl3), C(C)O (ethyl alcohol), C(Cl)(Cl)Cl (chloroform). The product is N1(CCC2(CC1)CCC1=CC=CC=C12)C(=O)[C@@H](CCC1=CC=CC=C1)NC(C(C)(C)NC(=O)OC(C)(C)C)=O (N-[1(R)-[(2,3-Dihydro-spiro[1H-indene-1,4'-piperdin]-1'-yl)carbonyl]-3-phenylpropyl]-2-[(1,1-dimethylethoxy)carbonyl]amino-2-methylpropanamide). Reaction SMILES: C(O[C:6]([NH:8][C@H:9]([CH2:13][CH2:14][C:15]1[CH:20]=[CH:19][CH:18]=[CH:17][CH:16]=1)[C:10]([OH:12])=O)=[O:7])(C)(C)C.Cl.[NH:22]1[CH2:27][CH2:26][C:25]2([C:35]3[C:30](=[CH:31][CH:32]=[CH:33][CH:34]=3)[CH2:29][CH2:28]2)[CH2:24][CH2:23]1.CN1CCOCC1.C1C=CC2N(O)N=NC=2C=1.C(Cl)CCl.[H][H].[C:59]([O:63][C:64]([NH:66][C:67](C)([CH3:71])[C:68](O)=O)=[O:65])([CH3:62])([CH3:61])[CH3:60]>C(Cl)(Cl)Cl.C(O)C.[Pd]>[N:22]1([C:10]([C@H:9]([NH:8][C:6](=[O:7])[C:67]([NH:66][C:64]([O:63][C:59]([CH3:61])([CH3:60])[CH3:62])=[O:65])([CH3:71])[CH3:68])[CH2:13][CH2:14][C:15]2[CH:16]=[CH:17][CH:18]=[CH:19][CH:20]=2)=[O:12])[CH2:27][CH2:26][C:25]2([C:35]3[C:30](=[CH:31][CH:32]=[CH:33][CH:34]=3)[CH2:29][CH2:28]2)[CH2:24][CH2:23]1 |f:1.2|. Procedure: To a solution of (2R)-2-[(tert-butoxycarbonyl)amino]-4-phenyl-butanoic acid (0.1 g, 0.37 mmol), 2,3-dihydro-spiro[1H-indene-1,4'-piperdine]hydrochloride (0.10 g, 0.45 mmol), N-methyl-morpholine (0.1 mL, 2 eq), and HOBT (1 eq) in 3mL of chloroform was added and EDC (0.14 g, 0.73 mmol) and stirred at RT overnight. The work-up and isolation is the same as Example 77, Step C. The crude product was purified on silica gel using 20% ethyl acetate in hexane. This material (0.25 g, 0.56 mmol) was hydroge... The reactants are ClC(Cl)Cl, O=C(O)C1CCC(N2CCCC2=O)CC1, O=S(Cl)Cl. Yields the product [Cl-], O=C(O)C1CCC(N2CCCC2=O)CC1. As a reaction SMILES: [CH:20]([Cl:21])([Cl:22])[Cl:23].[N:1]1([CH:7]2[CH2:8][CH2:9][CH:10]([C:13](=[O:14])[OH:15])[CH2:11][CH2:12]2)[C:2](=[O:6])[CH2:3][CH2:4][CH2:5]1.[S:16]([Cl:17])([Cl:18])=[O:19]>>[Cl-:18].[N:1]1([CH:7]2[CH2:8][CH2:9][CH:10]([C:13](=[O:14])[OH:15])[CH2:11][CH2:12]2)[C:2](=[O:6])[CH2:3][CH2:4][CH2:5]1.